This data is from the Open Reaction Database (ORD), a public repository of structured organic reaction records. The task is: describe an organic reaction: reactants, conditions, products, and yield Reactants: solution, O=C1C=C(C(=O)O)C=C(N1)CCC (2-oxo-6-propyl-1,2-dihydroisonicotinic acid), Cl (hydrochloric acid), O (water). Solvent: C1CCOC1 (THF). Reaction conditions: time 1 hour. The product is OCC1=CC(NC(=C1)CCC)=O (4-Hydroxymethyl-6-propyl-2-oxo-1,2-dihydropyridine). The yield is 46.1%. Reaction SMILES: [O:1]=[C:2]1[NH:10][C:9]([CH2:11][CH2:12][CH3:13])=[CH:8][C:4]([C:5](O)=[O:6])=[CH:3]1.Cl.O>C1COCC1>[OH:6][CH2:5][C:4]1[CH:8]=[C:9]([CH2:11][CH2:12][CH3:13])[NH:10][C:2](=[O:1])[CH:3]=1. Procedure details: 27.8 ml and, after 1 hour at room temperature, a further 27.8 ml of a 1M solution of BH3 in THF are added dropwise at 0° C. to a suspension of 3.0 g (16.6 mmol) of 2-oxo-6-propyl-1,2-dihydroisonicotinic acid and the mixture is stirred for a further hour at room temperature. 66.8 ml of 1N hydrochloric acid and 100 ml of water are added to the now clear solution, and it is stirred at room temperature for 1 hour and extracted three times with 75 ml of ethyl acetate each time. The organic phase is d...